From a dataset of the Open Reaction Database (ORD), a public repository of structured organic reaction records. describe an organic reaction: reactants, conditions, products, and yield Reactants: NC(CCCCC(=O)OC)C1=C(C=CC=C1OC)OC (methyl 6-amino-6-(2,6-dimethoxyphenyl)hexanoate), N1(CCCC1)C=1C=C(C=O)C=CC1 (3-(pyrrolidin-1-yl)benzaldehyde). Yields the product COC1=C(C(=CC=C1)OC)C1CCCCC(N1CC1=CC(=CC=C1)N1CCCC1)=O (7-(2,6-dimethoxyphenyl)-1-(3-(pyrrolidin-1-yl)benzyl)azepan-2-one). As a reaction SMILES: [NH2:1][CH:2]([C:11]1[C:16]([O:17][CH3:18])=[CH:15][CH:14]=[CH:13][C:12]=1[O:19][CH3:20])[CH2:3][CH2:4][CH2:5][CH2:6][C:7]([O:9]C)=O.[N:21]1([C:26]2[CH:27]=[C:28]([CH:31]=[CH:32][CH:33]=2)[CH:29]=O)[CH2:25][CH2:24][CH2:23][CH2:22]1>>[CH3:20][O:19][C:12]1[CH:13]=[CH:14][CH:15]=[C:16]([O:17][CH3:18])[C:11]=1[CH:2]1[N:1]([CH2:29][C:28]2[CH:31]=[CH:32][CH:33]=[C:26]([N:21]3[CH2:25][CH2:24][CH2:23][CH2:22]3)[CH:27]=2)[C:7](=[O:9])[CH2:6][CH2:5][CH2:4][CH2:3]1. Procedure details: Prepared according to the described general procedure 1 (GP1) by reaction of methyl 6-amino-6-(2,6-dimethoxyphenyl)hexanoate with commercially available 3-(pyrrolidin-1-yl)benzaldehyde. Subsequent purification by preparative HPLC afforded the target compound. LC-MS (conditions I): tR=1.48 min.; [M+H]+: 409.18 g/mol. The reactants are CC(O)CCCCO[Si](C)(C)C(C)(C)C, CCOC(C)=O, O=S(=O)([O-])c1ccccc1I, [Na+], [Na+], [Na+], O=S(=O)([O-])[O-]. Product: CC(=O)CCCCO[Si](C)(C)C(C)(C)C. As a reaction SMILES: [C:20]([CH3:21])([CH3:22])([CH3:23])[Si:24]([O:25][CH2:26][CH2:27][CH2:28][CH2:29][CH:30]([CH3:31])[OH:32])([CH3:33])[CH3:34].[CH3:35][CH2:36][O:37][C:38](=[O:39])[CH3:40].[I:1][c:2]1[cH:3][cH:4][cH:5][cH:6][c:7]1[S:8]([O-:9])(=[O:10])=[O:11].[Na+:12].[Na+:13].[Na+:14].[O-:15][S:16](=[O:17])(=[O:18])[O-:19]>>[C:20]([CH3:21])([CH3:22])([CH3:23])[Si:24]([O:25][CH2:26][CH2:27][CH2:28][CH2:29][C:30]([CH3:31])=[O:32])([CH3:33])[CH3:34]. Reported procedure: An oven dried Schlenk tube was evacuated and backfilled with argon and charged with palladium acetate (2.2 mg, 0.01 mmol, 1.0 mol %), 2-(di-tert-butylphosphino)biphenyl (6.0 mg, 0.020 mmol, 2.0 mol %), phenylboron dihydroxide (183 mg, 1.5 mmol), and potassium fluoride (174 mg, 3.0 mmol). The tube was evacuated and backfilled with argon, and THF (1 mL) and 2-bromothiophene (0.097 mL, 1.0 mmol) were added through a rubber septum. The reaction mixture was stirred at room temperature until the start... Reactants: [OH-].[OH-].C1(=CC=CC=C1)[B+2] (phenylboron dihydroxide), [F-].[K+] (potassium fluoride), aryl bromide, BrC=1SC=CC1 (2-bromothiophene). The yield is 99.2%. Solvent: C1CCOC1 (THF). Reaction SMILES: [OH-].[OH-].[C:3]1([B+2])[CH:8]=[CH:7][CH:6]=[CH:5][CH:4]=1.[F-].[K+].Br[C:13]1[S:14][CH:15]=[CH:16][CH:17]=1>C([O-])(=O)C.[Pd+2].C([O-])(=O)C.C(P(C(C)(C)C)C1C=CC=CC=1C1C=CC=CC=1)(C)(C)C.C1COCC1>[C:3]1([C:13]2[S:14][CH:15]=[CH:16][CH:17]=2)[CH:8]=[CH:7][CH:6]=[CH:5][CH:4]=1 |f:0.1.2,3.4,6.7.8|. Reagents/catalysts: C(C)(=O)[O-].[Pd+2].C(C)(=O)[O-] (palladium acetate), C(C)(C)(C)P(C1=C(C=CC=C1)C1=CC=CC=C1)C(C)(C)C (2-(di-tert-butylphosphino)biphenyl). The product is C1(=CC=CC=C1)C=1SC=CC1 (2-phenylthiophene). The reactants are BrCCCc1ccccc1, O=C([O-])[O-], CC#N, [K+], [K+], OCC1CCCNC1, O. RXN SMILES: [Br:9][CH2:10][CH2:11][CH2:12][c:13]1[cH:14][cH:15][cH:16][cH:17][cH:18]1.[C:19](=[O:20])([O-:21])[O-:22].[CH3:25][C:26]#[N:27].[K+:23].[K+:24].[NH:1]1[CH2:2][CH:3]([CH2:7][OH:8])[CH2:4][CH2:5][CH2:6]1.[OH2:28]>>[N:1]1([CH2:10][CH2:11][CH2:12][c:13]2[cH:14][cH:15][cH:16][cH:17][cH:18]2)[CH2:2][CH:3]([CH2:7][OH:8])[CH2:4][CH2:5][CH2:6]1. The product is OCC1CCCN(CCCc2ccccc2)C1. As a reaction SMILES: [CH3:1][O:2][C:3]1[CH:4]=[C:5]2[C:10](=[CH:11][C:12]=1[O:13][CH3:14])[N:9]=[CH:8][CH:7]=[C:6]2[O:15][C:16]1[C:22]([CH3:23])=[CH:21][C:19]([NH2:20])=[C:18]([CH3:24])[CH:17]=1.ClC(Cl)(O[C:29](=[O:35])[O:30][C:31](Cl)(Cl)Cl)Cl.OC[CH2:39][N:40]1[C:48](=[O:49])[C:47]2[C:42](=[CH:43][CH:44]=[CH:45][CH:46]=2)[C:41]1=[O:50].C(=O)(O)[O-].[Na+]>C(Cl)Cl.C(N(CC)CC)C.C1(C)C=CC=CC=1>[CH3:1][O:2][C:3]1[CH:4]=[C:5]2[C:10](=[CH:11][C:12]=1[O:13][CH3:14])[N:9]=[CH:8][CH:7]=[C:6]2[O:15][C:16]1[C:22]([CH3:23])=[CH:21][C:19]([NH:20][C:29](=[O:35])[O:30][CH2:31][CH2:39][N:40]2[C:48](=[O:49])[C:47]3[C:42](=[CH:43][CH:44]=[CH:45][CH:46]=3)[C:41]2=[O:50])=[C:18]([CH3:24])[CH:17]=1 |f:3.4|. Solvent: C(C)N(CC)CC (triethylamine), C1(=CC=CC=C1)C (toluene), C(Cl)Cl (methylene chloride). Reported procedure: 4-[(6,7-Dimethoxy-4-quinolyl)oxy]-2,5-dimethylaniline (50 mg) was added to toluene (5 ml), and triethylamine (0.5 ml), and the mixture was heated under reflux to prepare a solution. A solution of triphosgene (68 mg) in methylene chloride was then added thereto, and the mixture was heated under reflux for 10 min. Next, 2-(2-hydroxyethyl)-1,3-isoindolinedione (44 mg) was added thereto, and the mixture was further stirred with heating under reflux for 3 hr. A saturated aqueous sodium bicarbonate so... Product: COC=1C=C2C(=CC=NC2=CC1OC)OC1=CC(=C(C=C1C)NC(OCCN1C(C2=CC=CC=C2C1=O)=O)=O)C (2-(1,3-Dioxo-2,3-dihydro-1H-2-isoindolyl)ethyl N-{4-[(6,7-dimethoxy-4-quinolyl)oxy]-2,5-dimethylphenyl}carbamate). Reactants: COC=1C=C2C(=CC=NC2=CC1OC)OC1=CC(=C(N)C=C1C)C (4-[(6,7-Dimethoxy-4-quinolyl)oxy]-2,5-dimethylaniline), ClC(Cl)(OC(OC(Cl)(Cl)Cl)=O)Cl (triphosgene), C([O-])(O)=O.[Na+] (sodium bicarbonate), OCCN1C(C2=CC=CC=C2C1=O)=O (2-(2-hydroxyethyl)-1,3-isoindolinedione). Yield: 68.3%. The reactants are BrC1=CC=2C(C3=CC(=CC=C3C2C=C1)Br)(CCCCCCCC)CCCCCCCC (2,7-dibromo-9,9-dioctylfluorene), C1(=CC=CC=C1)C (toluene), C(CCC)[Li] (butyllithium), CCCCCC (hexane), C(CCC)[Li] (n-butyllithium), Cl[Si]([Si](Cl)(C)C)(C)C (1,2-dichlorotetramethyldisilane). Run in C(C)OCC (diethyl ether). The product is C1(=CC=CC=2C3=CC=CC=C3CC12)[Si]([Si](C1=CC=CC=2C3=CC=CC=C3CC12)(C)C)(C)C (1,2-Bisfluorenyltetramethyldisilane). RXN SMILES: Br[C:2]1[CH:14]=[CH:13][C:12]2[C:11]3[C:6](=[CH:7][C:8](Br)=[CH:9][CH:10]=3)[C:5](CCCCCCCC)(CCCCCCCC)[C:4]=2[CH:3]=1.[CH3:32][CH2:33][CH2:34][CH2:35][CH2:36][CH3:37].C([Li])CCC.Cl[Si:44]([CH3:50])([CH3:49])[Si:45]([CH3:48])([CH3:47])Cl.[C:51]1([CH3:57])[CH:56]=[CH:55][CH:54]=[CH:53][CH:52]=1>C(OCC)C>[C:13]1([Si:44]([CH3:50])([CH3:49])[Si:45]([CH3:48])([CH3:47])[C:34]2[C:33]3[CH2:57][C:51]4[C:52](=[CH:53][CH:54]=[CH:55][CH:56]=4)[C:32]=3[CH:37]=[CH:36][CH:35]=2)[C:12]2[CH2:11][C:6]3[C:5](=[CH:10][CH:9]=[CH:8][CH:7]=3)[C:4]=2[CH:3]=[CH:2][CH:14]=1. Procedure: Under a nitrogen gas atmosphere, 4.99 g (9.10 mmol) of 2,7-dibromo-9,9-dioctylfluorene, 20 ml of diethyl ether and 10 ml of toluene were added to a 100 ml three-necked flask equipped with a reflux condenser and a dropping funnel. Under cooling by an ice bath, 6.2 ml (9.92 mmol) of a hexane solution of n-butyllithium (1.6 M) was added dropwise. As the butyllithium was added dropwise, the solution turned red. This solution was agitated “as is” for approximately 1 hour; then, 810 mg (4.33 mmol) of ...